From a dataset of the Open Reaction Database (ORD), a public repository of structured organic reaction records. describe an organic reaction: reactants, conditions, products, and yield Starting materials: C(C)(C)(C)OC(=O)N1CCC(CC1)OCC=C (N-t-butoxycarbonyl-4-allyloxypiperidine), CCCCCCCCC (nonane), [OH-].[Na+] (sodium hydroxide), OO (hydrogen peroxide). Run in C1CCOC1 (THF), C(C)(=O)OCC (ethyl acetate). Run at temperature 2.5 celsius. The product is OCCCOC1CCN(CC1)C(=O)OC(C)(C)C (4-(3-hydroxypropyloxy)-N-t-butoxycarbonylpiperidine). Reaction SMILES: [C:1]([O:5][C:6]([N:8]1[CH2:13][CH2:12][CH:11]([O:14][CH2:15][CH:16]=[CH2:17])[CH2:10][CH2:9]1)=[O:7])([CH3:4])([CH3:3])[CH3:2].CCCCCCCCC.[OH-:27].[Na+].OO>C1COCC1.C(OCC)(=O)C>[OH:27][CH2:17][CH2:16][CH2:15][O:14][CH:11]1[CH2:10][CH2:9][N:8]([C:6]([O:5][C:1]([CH3:4])([CH3:3])[CH3:2])=[O:7])[CH2:13][CH2:12]1 |f:2.3|. Procedure details: To a solution of N-t-butoxycarbonyl-4-allyloxypiperidine (2.95 g) in THF (15 ml) was added 9-borobicyclo[3.3.1]nonane (9-BBN, 0.5M solution in THF) (51.3 ml) under ice-cooling with stirring, and the mixture was stirred at ambient temperature for 4 hours. The reaction mixture was cooled at 0-5° C., and 3M aqueous sodium hydroxide (20.4 ml) and 30% hydrogen peroxide aqueous solution (20.4 ml) were added the reaction mixture at 0-5° C. The mixture was stirred at ambient temperature for 1 hour. To a... Starting materials: C1COCCN1, Cc1ccccc1, CCOC(C)=O, CCOC(=O)c1ccc(-c2ccc3c(c2)C(Cl)=Nc2ccccc2O3)cc1. The product is CCOC(=O)c1ccc(-c2ccc3c(c2)C(N2CCOCC2)=Nc2ccccc2O3)cc1. As a reaction SMILES: [CH2:28]1[CH2:29][O:30][CH2:31][CH2:32][NH:33]1.[CH3:34][c:35]1[cH:36][cH:37][cH:38][cH:39][cH:40]1.[CH3:41][CH2:42][O:43][C:44](=[O:45])[CH3:46].[Cl:1][C:2]1=[N:3][c:4]2[c:5]([cH:24][cH:25][cH:26][cH:27]2)[O:6][c:7]2[c:8]1[cH:9][c:10](-[c:13]1[cH:14][cH:15][c:16]([C:17](=[O:18])[O:19][CH2:20][CH3:21])[cH:22][cH:23]1)[cH:11][cH:12]2>>[C:2]1([N:33]2[CH2:28][CH2:29][O:30][CH2:31][CH2:32]2)=[N:3][c:4]2[c:5]([cH:24][cH:25][cH:26][cH:27]2)[O:6][c:7]2[c:8]1[cH:9][c:10](-[c:13]1[cH:14][cH:15][c:16]([C:17](=[O:18])[O:19][CH2:20][CH3:21])[cH:22][cH:23]1)[cH:11][cH:12]2. Reaction SMILES: [C:1]([C:5]1[CH:23]=[CH:22][C:8]([CH2:9][NH:10][CH2:11][C:12]2[C:21]3[C:16](=[CH:17][CH:18]=[CH:19][CH:20]=3)[CH:15]=[CH:14][CH:13]=2)=[CH:7][CH:6]=1)([CH3:4])([CH3:3])[CH3:2].C(=O)([O-])[O-].[Na+].[Na+].[CH2:30](Cl)[CH:31]=[CH2:32]>CN(C)C=O>[CH2:32]([N:10]([CH2:11][C:12]1[C:21]2[C:16](=[CH:17][CH:18]=[CH:19][CH:20]=2)[CH:15]=[CH:14][CH:13]=1)[CH2:9][C:8]1[CH:7]=[CH:6][C:5]([C:1]([CH3:4])([CH3:2])[CH3:3])=[CH:23][CH:22]=1)[CH:31]=[CH2:30] |f:1.2.3|. Isolated yield 95.0%. Reactants: ice water, C(C)(C)(C)C1=CC=C(CNCC2=CC=CC3=CC=CC=C23)C=C1 (N-(4'-t-butylbenzyl)-1-naphthylmethylamine), C(C=C)Cl (allyl chloride), C([O-])([O-])=O.[Na+].[Na+] (sodium carbonate). The product is C(C=C)N(CC1=CC=C(C=C1)C(C)(C)C)CC1=CC=CC2=CC=CC=C12 (N-allyl-N-(4'-t-butylbenzyl)-1-naphthylmethylamine). Reported procedure: 3.03 g (0.01 mole) of N-(4'-t-butylbenzyl)-1-naphthylmethylamine was dissolved in 50 ml of dry dimethylformamide, and 1.6 g (0.015 mole) of anhydrous sodium carbonate was added. With continued stirring at room temperature, 0.84 g (0.011 mole) of allyl chloride was added, and the mixture was reacted at 30° to 40° C. for 5 hours. The reaction mixture was mixed with ice water and extracted with toluene. The organic layer was washed with water, and toluene was evaporated. The residue was chromatogra... Solvent: CN(C=O)C (dimethylformamide). Reactants: C(C)(C)(C)OO (tert-Butyl hydroperoxide), S(=O)(=O)([O-])S(=O)[O-].[Na+].[Na+] (sodium metabisulphite), O (water), CC1=NC2=CC3=C(C=C2C(N1COC(C(C)(C)C)=O)=O)CCC3 (2-Methyl-3-pivaloyloxymethyl-3,4,7,8-tetrahydro-6H-cyclopenta[g]quinazolin-4-one). The reagents and catalysts are [O-2].[Cr+6].[O-2].[O-2] (chromium (VI) oxide). Solvent: ClCCl (dichloromethane). Reaction conditions: time 16 hour. Product: CC1=NC2=CC3=C(C=C2C(N1COC(C(C)(C)C)=O)=O)C(CC3)=O (2-methyl-3-pivaloyloxymethyl-3,4,7,8-tetrahydro-6H-cyclopenta[g]-quinazolin-4,6-dione). The yield is 27.2%. RXN SMILES: [C:1]([O:5]O)(C)([CH3:3])[CH3:2].O.[CH3:8][C:9]1[N:18]([CH2:19][O:20][C:21](=[O:26])[C:22]([CH3:25])([CH3:24])[CH3:23])[C:17](=[O:27])[C:16]2[C:11](=[CH:12][C:13]3CCC[C:14]=3[CH:15]=2)[N:10]=1.S(S([O-])=O)([O-])(=O)=O.[Na+].[Na+]>ClCCl.[O-2].[Cr+6].[O-2].[O-2]>[CH3:8][C:9]1[N:18]([CH2:19][O:20][C:21](=[O:26])[C:22]([CH3:24])([CH3:23])[CH3:25])[C:17](=[O:27])[C:16]2[C:11](=[CH:12][C:13]3[CH2:14][CH2:3][C:1](=[O:5])[C:2]=3[CH:15]=2)[N:10]=1 |f:3.4.5,7.8.9.10|. Reported procedure: 70% tert-Butyl hydroperoxide solution (111 ml, 0.81 mol) was added during 3 minutes to a stirred suspension of chromium (VI) oxide (0.59 g, 5.9 mmol) in dichloromethane (232 ml) in a flask fitted with a reflux condenser, whilst cooling the mixture in a bath of water at room temperature. 2-Methyl-3-pivaloyloxymethyl-3,4,7,8-tetrahydro-6H-cyclopenta[g]quinazolin-4-one (36.586 g, 0.116 mol), prepared as described in Example 1(5), was added in portions during 2 minutes and the mixture was stirred at... Reactants: ClC=1C(=C(C=O)C=CC1)[N+](=O)[O-] (3-chloro-2-nitrobenzaldehyde), N\C(=C/C(=O)OC)\C (methyl 3-aminocrotonate), C(CC(=O)C)(=O)OCCN(C)CC1=CC=CC=C1 (2-(N-benzyl-N-methylamino)ethyl acetoacetate). The solvent is CC(C)O (2-propanol). The product is CC=1NC(=C(C(C1C(=O)OCCN(C)CC1=CC=CC=C1)C1=C(C(=CC=C1)Cl)[N+](=O)[O-])C(=O)OC)C (2-(N-benzyl-N-methylamino)ethyl methyl 2,6-dimethyl-4-(3-chloro-2-nitrophenyl)-1,4-dihydropyridine-3,5-dicarboxylate). Yield: 58.4%. RXN SMILES: [Cl:1][C:2]1[C:3]([N+:10]([O-:12])=[O:11])=[C:4]([CH:7]=[CH:8][CH:9]=1)[CH:5]=O.[NH2:13]/[C:14](/[CH3:20])=[CH:15]\[C:16]([O:18][CH3:19])=[O:17].[C:21]([O:27][CH2:28][CH2:29][N:30]([CH2:32][C:33]1[CH:38]=[CH:37][CH:36]=[CH:35][CH:34]=1)[CH3:31])(=[O:26])[CH2:22][C:23]([CH3:25])=O>CC(O)C>[CH3:25][C:23]1[NH:13][C:14]([CH3:20])=[C:15]([C:16]([O:18][CH3:19])=[O:17])[CH:5]([C:4]2[CH:7]=[CH:8][CH:9]=[C:2]([Cl:1])[C:3]=2[N+:10]([O-:12])=[O:11])[C:22]=1[C:21]([O:27][CH2:28][CH2:29][N:30]([CH2:32][C:33]1[CH:38]=[CH:37][CH:36]=[CH:35][CH:34]=1)[CH3:31])=[O:26]. Reported procedure: A mixture of 556 mg of 3-chloro-2-nitrobenzaldehyde, 362 mg of methyl 3-aminocrotonate and 820 mg of 2-(N-benzyl-N-methylamino)ethyl acetoacetate in 4 ml of 2-propanol was refluxed for 6 hours, and then the solvent was distilled off under reduced pressure. The residue was purified by a method of column chromatography onon silica gel to yield 900 mg of the desired compound (108).